Dataset: the Open Reaction Database (ORD), a public repository of structured organic reaction records. Task: describe an organic reaction: reactants, conditions, products, and yield The reactants are ClCCl, Cc1cnc(N)s1, CCN(C(C)C)C(C)C, CS(=O)(=O)c1ccc(C(=NOC2CCCC2)C(=O)O)cc1Cl. Product: Cc1cnc(NC(=O)C(=NOC2CCCC2)c2ccc(S(C)(=O)=O)c(Cl)c2)s1. RXN SMILES: [CH2:39]([Cl:40])[Cl:41].[CH3:23][c:24]1[cH:25][n:26][c:27]([NH2:29])[s:28]1.[CH:30]([N:31]([CH2:32][CH3:33])[CH:34]([CH3:35])[CH3:36])([CH3:37])[CH3:38].[Cl:1][c:2]1[cH:3][c:4]([C:12]([C:13](=[O:14])[OH:15])=[N:16][O:17][CH:18]2[CH2:19][CH2:20][CH2:21][CH2:22]2)[cH:5][cH:6][c:7]1[S:8](=[O:9])(=[O:10])[CH3:11]>>[Cl:1][c:2]1[cH:3][c:4]([C:12]([C:13](=[O:15])[NH:29][c:27]2[n:26][cH:25][c:24]([CH3:23])[s:28]2)=[N:16][O:17][CH:18]2[CH2:19][CH2:20][CH2:21][CH2:22]2)[cH:5][cH:6][c:7]1[S:8](=[O:9])(=[O:10])[CH3:11]. Procedure details: A solution of 40 g (0.119 mole) of BOC-CYCLOHEXYLGLYCINE, O,N-DIMETHYLHYDROXAMIDE in 550 ml Et2O was cooled in ice and 148 ml (0.148 mole) of a 1M solution of LiAlH4 in Et2O added over 0.5 hour. After an additional 15 minutes, the mixture was treated cautiously with 28 g of KHSO4 in 100 ml H2O. The mixture was filtered through Celite and washed with 10% citric acid and saturated NaHCO3. After drying the solvent was removed under reduced pressure to give the crude BOC-CYCLOHEXYLGLYCINAL. The mate... The reactants are OS(=O)(=O)[O-].[K+] (KHSO4), C(=O)(OC(C)(C)C)N(CC(=O)O)C1CCCCC1 (BOC-CYCLOHEXYLGLYCINE), solution, [H-].[H-].[H-].[H-].[Li+].[Al+3] (LiAlH4). The solvent is O (H2O), CCOCC (Et2O), CCOCC (Et2O). RXN SMILES: [C:1]([N:8]([CH:13]1[CH2:18][CH2:17][CH2:16][CH2:15][CH2:14]1)[CH2:9][C:10](O)=[O:11])([O:3][C:4]([CH3:7])([CH3:6])[CH3:5])=[O:2].[H-].[H-].[H-].[H-].[Li+].[Al+3].OS([O-])(=O)=O.[K+]>CCOCC.O>[C:1]([N:8]([CH:13]1[CH2:14][CH2:15][CH2:16][CH2:17][CH2:18]1)[CH2:9][CH:10]=[O:11])([O:3][C:4]([CH3:6])([CH3:7])[CH3:5])=[O:2] |f:1.2.3.4.5.6,7.8|. Yields the product C(=O)(OC(C)(C)C)N(CC=O)C1CCCCC1 (BOC-CYCLOHEXYLGLYCINAL). Run at time 15 minute. Reactants: NN (hydrazine), C(C)NC1=NC=CC=C1[N+](=O)[O-] (N-ethyl-3-nitropyridin-2-amine). Reagents/catalysts: [Pd] (palladium on carbon). The solvent is C(C)O (ethanol), C(C)O (ethanol). Reaction conditions: time 8 hour. Yields the product C(C)NC1=NC=CC=C1N (N2-ethylpyridine-2,3-diamine). Isolated yield 74.8%. Reaction SMILES: [CH2:1]([NH:3][C:4]1[C:9]([N+:10]([O-])=O)=[CH:8][CH:7]=[CH:6][N:5]=1)[CH3:2].NN>C(O)C.[Pd]>[CH2:1]([NH:3][C:4]1[C:9]([NH2:10])=[CH:8][CH:7]=[CH:6][N:5]=1)[CH3:2]. Reported procedure: N-ethyl-3-nitropyridin-2-amine (19.50 g, 117 mmol) was dissolved in 200 mL of ethanol at room temperature with suspended palladium on carbon 10% (1 g, 9.40 mmol). A solution of hydrazine (14.95 g, 467 mmol) in 50 mL of ethanol was added dropwise at room temperature, and reaction was stirred overnight. Filtering through Celite® pad and evaporation provided N2-ethylpyridine-2,3-diamine as a dark red solid (12 g, 75%). Starting materials: COC=1C=C2C3CCCCC3C(C(C2=CC1)O)C1=CC=C(C=C1)OC (6-methoxy-10-(4-methoxy-phenyl)-1,2,3,4,4a,9,10,10a-octahydro-phenanthren-9-ol), C1(=CC=C(C=C1)S(=O)(=O)O)C (p-toluene sulfonic acid), C1=CC=CC=C1 (benzene). Solvent: C(C)(=O)OCC (ethyl acetate). Reaction conditions: time 1.5 hour. Yields the product COC=1C=C2C3CCCCC3C(=CC2=CC1)C1=CC=C(C=C1)OC (6-Methoxy-10-(4-methoxy-phenyl)-1,2,3,4,4a,10a-hexahydro-phenanthrene). Yield: 85.3%. RXN SMILES: [CH3:1][O:2][C:3]1[CH:4]=[C:5]2[C:14](=[CH:15][CH:16]=1)[CH:13](O)[CH:12]([C:18]1[CH:23]=[CH:22][C:21]([O:24][CH3:25])=[CH:20][CH:19]=1)[CH:11]1[CH:6]2[CH2:7][CH2:8][CH2:9][CH2:10]1.C1(C)C=CC(S(O)(=O)=O)=CC=1.C1C=CC=CC=1>C(OCC)(=O)C>[CH3:1][O:2][C:3]1[CH:4]=[C:5]2[C:14](=[CH:15][CH:16]=1)[CH:13]=[C:12]([C:18]1[CH:23]=[CH:22][C:21]([O:24][CH3:25])=[CH:20][CH:19]=1)[CH:11]1[CH:6]2[CH2:7][CH2:8][CH2:9][CH2:10]1. Procedure: Combine 6-methoxy-10-(4-methoxy-phenyl)-1,2,3,4,4a,9,10,10a-octahydro-phenanthren-9-ol (184.3 mg, 0.54 mmol), p-toluene sulfonic acid (20.0 mg, 0.11 mmol), benzene (5 mL), stir, and reflux under nitrogen atmosphere. After 1.5 hours, cool reaction to ambient temperature, add ethyl acetate, wash sat sodium bicarbonate solution (aq), and then with brine, dry over sodium sulfate, and concentrate in vacuum. Flash chromatograph using 0% to 20% ethyl acetate/hexanes to yield the titled compound (147.6 ... Reactants: O (water), [H-].[Na+] (Sodium hydride), COC1=CC=C(C=C1)N1CCN(CC1)CC1=CNC2=NC=CC=C21 (3-(4-(4-methoxyphenyl)piperazin-1-yl)methyl-1H-pyrrolo[2,3-b]pyridine), CI (Methyl iodide). Solvent: CN(C=O)C (dimethylformamide). Product: COC1=CC=C(C=C1)N1CCN(CC1)CC1=CN(C2=NC=CC=C21)C (3-(4-[4-Methoxyphenyl]piperazin-1-yl)methyl-1-methyl-1H-pyrrolo[2,3-b]pyridine). Isolated yield 78.6%. Reaction SMILES: [H-].[Na+].[CH3:3][O:4][C:5]1[CH:10]=[CH:9][C:8]([N:11]2[CH2:16][CH2:15][N:14]([CH2:17][C:18]3[C:26]4[C:21](=[N:22][CH:23]=[CH:24][CH:25]=4)[NH:20][CH:19]=3)[CH2:13][CH2:12]2)=[CH:7][CH:6]=1.[CH3:27]I.O>CN(C)C=O>[CH3:3][O:4][C:5]1[CH:6]=[CH:7][C:8]([N:11]2[CH2:16][CH2:15][N:14]([CH2:17][C:18]3[C:26]4[C:21](=[N:22][CH:23]=[CH:24][CH:25]=4)[N:20]([CH3:27])[CH:19]=3)[CH2:13][CH2:12]2)=[CH:9][CH:10]=1 |f:0.1|. Reported procedure: Sodium hydride (80% dispersion in oil; 0.13 g, 4.3 mmol) was added to a solution of 3-(4-(4-methoxyphenyl)piperazin-1-yl)methyl-1H-pyrrolo[2,3-b]pyridine (1.06 g, 3.29 mmol) in dimethylformamide (30 ml) at 0° C. The cooling bath was removed and the mixture stirred at room temperature for an hour. Methyl iodide (0.22 ml, 3.53 mmol) was added and the reaction mixture stirred for 2 h at room temperature. The mixture was poured into water (300 ml), extracted with ethyl acetate (2×150 ml), and the ex... Reactants: C=C(NC(C)=O)C(=O)O, CCO, Nc1ccccc1S. Product: CC(=O)NC(CSc1ccccc1N)C(=O)O. As a reaction SMILES: [C:1]([CH3:2])(=[O:3])[NH:4][C:5]([C:6](=[O:7])[OH:8])=[CH2:9].[CH3:18][CH2:19][OH:20].[NH2:10][c:11]1[c:12]([SH:17])[cH:13][cH:14][cH:15][cH:16]1>>[C:1]([CH3:2])(=[O:3])[NH:4][CH:5]([C:6](=[O:7])[OH:8])[CH2:9][S:17][c:12]1[c:11]([NH2:10])[cH:16][cH:15][cH:14][cH:13]1. Reactants: CCCCCCN, CO, N#CCO. The product is CCCCCCNCC#N. RXN SMILES: [CH2:5]([CH2:6][CH2:7][CH2:8][CH2:9][CH3:10])[NH2:11].[CH3:12][OH:13].[OH:1][CH2:2][C:3]#[N:4]>>[CH2:2]([C:3]#[N:4])[NH:11][CH2:5][CH2:6][CH2:7][CH2:8][CH2:9][CH3:10].